This data is from the Open Reaction Database (ORD), a public repository of structured organic reaction records. The task is: describe an organic reaction: reactants, conditions, products, and yield The reactants are FC=1C=C2CCCOC2=CC1 (6-fluorochroman), 0C, ice water, [N+](=O)(O)[O-] (nitric acid). Run in C(C)(=O)OC(C)=O (acetic anhydride), C(C)(=O)OC(C)=O (acetic anhydride). Reaction conditions: time 2 hour. The product is FC=1C=C2CCCOC2=C(C1)[N+](=O)[O-] (6-Fluoro-8-nitrochroman). As a reaction SMILES: [N+:1]([O-:4])(O)=[O:2].[F:5][C:6]1[CH:7]=[C:8]2[C:13](=[CH:14][CH:15]=1)[O:12][CH2:11][CH2:10][CH2:9]2>C(OC(=O)C)(=O)C>[F:5][C:6]1[CH:7]=[C:8]2[C:13](=[C:14]([N+:1]([O-:4])=[O:2])[CH:15]=1)[O:12][CH2:11][CH2:10][CH2:9]2. Procedure: A mixture of nitric acid (100%, 7.8 ml, 0.16 mol) in acetic anhydride was maintained at room temperature for 0.5 hour. This mixture was added to a solution of 6-fluorochroman (11.9 g, 0.078 mol) in 40 ml acetic anhydride at 0C. The reaction mixture was stirred at room temperature for 2 hours then poured into ice-water. The mixture was extracted with methylene chloride (3×60 ml) and washed with saturated sodium carbonate (8×150 ml). The organic layer was dried over anhydrous sodium sulfate and fi... The reactants are BrCC=1OC2=C(C1)C=C(C=C2)[N+](=O)[O-] (2-bromomethyl-5-nitrobenzofuran), Cl.CNC1CC2=CC=C(C=C2C1)[N+](=O)[O-] (2-Methylamino-5-nitroindane hydrochloride), BrCC=1OC2=C(C1)C=C(C=C2)[N+](=O)[O-] (2-bromomethyl-5-nitrobenzofuran), C([O-])([O-])=O.[K+].[K+] (potassium carbonate). Solvent: C(C)O (ethanol). Reaction conditions: time 5 hour. Product: CN(CC=1OC2=C(C1)C=C(C=C2)[N+](=O)[O-])C2CC1=CC=C(C=C1C2)[N+](=O)[O-] (2-[N-Methyl-N-(5-nitrobenzofur-2-ylmethyl)amino]-5-nitroindane). As a reaction SMILES: Cl.[CH3:2][NH:3][CH:4]1[CH2:12][C:11]2[C:6](=[CH:7][CH:8]=[C:9]([N+:13]([O-:15])=[O:14])[CH:10]=2)[CH2:5]1.Br[CH2:17][C:18]1[O:19][C:20]2[CH:26]=[CH:25][C:24]([N+:27]([O-:29])=[O:28])=[CH:23][C:21]=2[CH:22]=1.C(=O)([O-])[O-].[K+].[K+]>C(O)C>[CH3:2][N:3]([CH:4]1[CH2:12][C:11]2[C:6](=[CH:7][CH:8]=[C:9]([N+:13]([O-:15])=[O:14])[CH:10]=2)[CH2:5]1)[CH2:17][C:18]1[O:19][C:20]2[CH:26]=[CH:25][C:24]([N+:27]([O-:29])=[O:28])=[CH:23][C:21]=2[CH:22]=1 |f:0.1,3.4.5|. Procedure: 2-Methylamino-5-nitroindane hydrochloride (0.28 g), 2-bromomethyl-5-nitrobenzofuran (0.31 g) and potassium carbonate (0.5 g) were stirred at room temperature in ethanol for 18 hours. A further portion of 2-bromomethyl-5-nitrobenzofuran (0.05 g) was then added and stirring was continued at room temperature for 5 hours. The solvent was evaporated in vacuo and the residue was dissolved in methylene chloride, washed with water, dried (MgSO4) and evaporated to give an oil which was purified by column... Reactants: C(C)(=O)O (acetic acid), CC1=NN2C(C=CC=C2)=C1N (2-methyl-3-amino-pyrazolo[1,5-a]pyridine), CCC(CC)=O (3-pentanone), [BH3-]C#N.[Na+] (NaCNBH3). Solvent: CO (methanol). Conditions: time 18 hour. The product is C(C)C(CC)NC=1C(=NN2C1C=CC=C2)C (N-(1-ethylpropyl)-2-methylpyrazolo[1,5-a]pyridin-3-amine). Yield: 84.3%. As a reaction SMILES: [CH3:1][C:2]1[C:10]([NH2:11])=[C:5]2[CH:6]=[CH:7][CH:8]=[CH:9][N:4]2[N:3]=1.[CH3:12][CH2:13][C:14](=O)[CH2:15][CH3:16].[BH3-]C#N.[Na+].C(O)(=O)C>CO>[CH2:13]([CH:14]([NH:11][C:10]1[C:2]([CH3:1])=[N:3][N:4]2[CH:9]=[CH:8][CH:7]=[CH:6][C:5]=12)[CH2:15][CH3:16])[CH3:12] |f:2.3|. Reported procedure: To a suspension of 2-methyl-3-amino-pyrazolo[1,5-a]pyridine (0.158 g, 1.07 mmol) and 3-pentanone (0.11 g, 0.14 mL, 1.29 mmol) in methanol (5.0 mL) was added NaCNBH3 (0.095 g, 1.5 mmol) and a drop of acetic acid. The mixture was stirred at room temperature for 18 h. The reaction was partitioned between CH2Cl2 and H2O. The layers were separated and the aqueous layer was extracted with CH2Cl2 (2×). The organic layers were combined and dried over MgSO4 and filtered. The filtrate was concentrated in ... Reactants: CC(CCC(=O)O)(C)C1=CCC(=CC1)C (4 -methyl-4(4-methyl-1,4-cyclohexadien-1-yl)pentanoic acid), CC(C)([O-])C.[K+] (potassium t-butoxide), [Cl-].[Na+] (sodium chloride), Cl (hydrochloric acid). The solvent is CS(=O)C (dimethyl sulfoxide), C1(=CC=CC=C1)C (toluene). Reaction conditions: time 24 hour. The product is CC(CCC(=O)O)(C)C1=CC=C(CC1)C (4-methyl-4(4-methyl-1,3-cyclohexadien-1-yl) pentanoic acid). Yield: 90.1%. RXN SMILES: [CH3:1][C:2]([C:9]1[CH2:14][CH:13]=[C:12]([CH3:15])[CH2:11][CH:10]=1)([CH3:8])[CH2:3][CH2:4][C:5]([OH:7])=[O:6].CC(C)([O-])C.[K+].Cl.[Cl-].[Na+]>CS(C)=O.C1(C)C=CC=CC=1>[CH3:8][C:2]([C:9]1[CH2:14][CH2:13][C:12]([CH3:15])=[CH:11][CH:10]=1)([CH3:1])[CH2:3][CH2:4][C:5]([OH:7])=[O:6] |f:1.2,4.5|. Procedure details: A mixture of 4 -methyl-4(4-methyl-1,4-cyclohexadien-1-yl)pentanoic acid (45.3 g, 0.22 mol), potassium t-butoxide (102 g, 0.91 mmol), toluene (110 ml) and dimethyl sulfoxide (1,000 ml) was stirred for 24 hours at room temperature. The solution was cooled, brought to neutral pH with hydrochloric acid, poured into 2 liters saturated sodium chloride, and extracted with methylene chloride. After the solution was washed with saturated sodium chloride solution and the solvent removed, the residual oil ... Starting materials: Cl.BrC=1C=CC2=C(CN(CCN2CC=2N=CNC2)C(=O)C2=CC=CC3=CC=CC=C23)C1 (7-Bromo-2,3,4,5-tetrahydro-1-(1H-imidazol-4-ylmethyl)-4-(1-naphthalenylcarbonyl)-1H-1,4-benzodiazepine, hydrochloride), ClC1=NC(=CC=C1[N+](=O)[O-])C (2-chloro-3-nitro-6-methylpyridine), Tetrakistriphenylphosphine palladium, C1(=CC=CC=C1)B(O)O (Phenylboronic acid), C(=O)([O-])[O-].[Na+].[Na+] (Na2CO3). Run in C(Cl)Cl (Methylene chloride), C1CCOC1 (THF). Conditions: temperature 75 celsius, time 30 minute. Yields the product C1(=CC=CC=C1)C1=NC(=C(C=C1)[N+](=O)[O-])C (2-Phenyl-5-nitro-6-methylpyridine). As a reaction SMILES: Cl.BrC1C=CC2N(CC3N=CNC=3)CC[N:9]([C:19]([C:21]3[C:30]4[C:25](=[CH:26][CH:27]=[CH:28][CH:29]=4)[CH:24]=[CH:23][CH:22]=3)=O)CC=2C=1.ClC1C([N+:39]([O-:41])=[O:40])=CC=C(C)N=1.[C:43]1(B(O)O)C=CC=CC=1.C([O-])([O-])=O.[Na+].[Na+]>C1COCC1.C(Cl)Cl>[C:25]1([C:24]2[CH:23]=[CH:22][C:21]([N+:39]([O-:41])=[O:40])=[C:19]([CH3:43])[N:9]=2)[CH:26]=[CH:27][CH:28]=[CH:29][CH:30]=1 |f:0.1,4.5.6|. Reported procedure: A mixture of Compound B and 2-chloro-3-nitro-6-methylpyridine (0.42 g, 2.40 mmol) in THF (10 mL) was degassed with nitrogen. Tetrakistriphenylphosphine palladium (28 mg, 0.024 mmol) was added and the mixture was stirred 30 minutes. 25 Phenylboronic acid (0.44 g, 3.6 mmol) and 2M Na2CO3 (1.8 mL) were added and the mixture was heated at 75° C. for 17 hours and stirred at room temperature for 48 hours. Methylene chloride was added and the mixture was filtered through celite and partitioned. The mix...